Dataset: the Open Reaction Database (ORD), a public repository of structured organic reaction records. Task: describe an organic reaction: reactants, conditions, products, and yield Starting materials: C1CCOC1, COC(=O)c1sc(Br)cc1O, CC(O)c1ccccc1Cl, CCOC(=O)N=NC(=O)OCC, c1ccc(P(c2ccccc2)c2ccccc2)cc1. Yields the product COC(=O)c1sc(Br)cc1OC(C)c1ccccc1Cl. RXN SMILES: [CH2:53]1[O:54][CH2:55][CH2:56][CH2:57]1.[CH3:1][O:2][C:3](=[O:4])[c:5]1[s:6][c:7]([Br:11])[cH:8][c:9]1[OH:10].[Cl:12][c:13]1[c:14]([CH:19]([CH3:20])[OH:21])[cH:15][cH:16][cH:17][cH:18]1.[O:41]=[C:42]([O:43][CH2:44][CH3:45])[N:46]=[N:47][C:48]([O:49][CH2:50][CH3:51])=[O:52].[c:22]1([P:23]([c:24]2[cH:25][cH:26][cH:27][cH:28][cH:29]2)[c:30]2[cH:31][cH:32][cH:33][cH:34][cH:35]2)[cH:36][cH:37][cH:38][cH:39][cH:40]1>>[CH3:1][O:2][C:3](=[O:4])[c:5]1[s:6][c:7]([Br:11])[cH:8][c:9]1[O:10][CH:19]([c:14]1[c:13]([Cl:12])[cH:18][cH:17][cH:16][cH:15]1)[CH3:20].